This data is from the Open Reaction Database (ORD), a public repository of structured organic reaction records. The task is: describe an organic reaction: reactants, conditions, products, and yield Starting materials: CC(CO)CC1=C(CCC1C(=C)C)C (2-methyl-3-(2-methyl-5-isopropenyl-cyclopent-1-en-1-yl)-propanol). The reagents and catalysts are [Ni] (Raney nickel). Solvent: CO (methanol). The product is CC(CO)CC1=C(CCC1C(C)C)C (2-methyl-3-(2-methyl-5-isopropyl-cyclopent-1-en-1-yl)-propanol). Yield: 93.9%. RXN SMILES: [CH3:1][CH:2]([CH2:5][C:6]1[CH:10]([C:11]([CH3:13])=[CH2:12])[CH2:9][CH2:8][C:7]=1[CH3:14])[CH2:3][OH:4]>[Ni].CO>[CH3:1][CH:2]([CH2:5][C:6]1[CH:10]([CH:11]([CH3:13])[CH3:12])[CH2:9][CH2:8][C:7]=1[CH3:14])[CH2:3][OH:4]. Reported procedure: 9.7 g of 2-methyl-3-(2-methyl-5-isopropenyl-cyclopent-1-en-1-yl)-propanol were catalytically hydrogenated in the presence of traces of Raney nickel in methanol. 1130 ml of hydrogen were absorbed and the reaction mixture was filtered, whereupon the clear filtrate was evaporated to give 9.2 g of 2-methyl-3-(2-methyl-5-isopropyl-cyclopent-1-en-1-yl)-propanol; nD = 1.4789; d20 = 0.9084; Run in C(Cl)Cl (methylene chloride), C(C)N(CC)CC (triethylamine). Procedure: To a solution of phthalide (26.8 g) in methylene chloride (600 ml) were successively added N,O-dimethylhydroxylamine hydrochloride (58.5 g) and aluminum chloride (40.0 g) under ice-cooling, and triethylamine (139 ml) was added dropwise over 40 min. The mixture was stirred at room temperature for 12 hr. The reaction mixture was poured into diluted hydrochloric acid, and the organic layer was washed successively with water and saturated brine, dried over anhydrous magnesium sulfate, and concentrat... Starting materials: C1(=O)OCC2=CC=CC=C12 (phthalide), Cl (hydrochloric acid), Cl.CNOC (N,O-dimethylhydroxylamine hydrochloride), [Cl-].[Al+3].[Cl-].[Cl-] (aluminum chloride). RXN SMILES: [C:1]1([C:10]2[C:5](=[CH:6][CH:7]=[CH:8][CH:9]=2)[CH2:4][O:3]1)=[O:2].Cl.[CH3:12][NH:13][O:14][CH3:15].[Cl-].[Al+3].[Cl-].[Cl-].Cl>C(Cl)Cl.C(N(CC)CC)C>[OH:3][CH2:4][C:5]1[CH:6]=[CH:7][CH:8]=[CH:9][C:10]=1[C:1]([N:13]([O:14][CH3:15])[CH3:12])=[O:2] |f:1.2,3.4.5.6|. The product is OCC1=C(C(=O)N(C)OC)C=CC=C1 (2-hydroxymethyl-N-methoxy-N-methylbenzamide). Reaction conditions: time 12 hour. Starting materials: CC1(NC(C(CC1)[N+](=O)[O-])C1=CC=CC=C1)C (2,2-Dimethyl-5-nitro-6-phenyl-piperidine), Cl (HCl). Reagents/catalysts: [Zn] (zinc). Run in C1CCOC1 (THF). Product: CC1(CCC(C(N1)C1=CC=CC=C1)N)C (6,6-Dimethyl-2-phenyl-piperidin-3-ylamine). The yield is 69.0%. As a reaction SMILES: [CH3:1][C:2]1([CH3:17])[CH2:7][CH2:6][CH:5]([N+:8]([O-])=O)[CH:4]([C:11]2[CH:16]=[CH:15][CH:14]=[CH:13][CH:12]=2)[NH:3]1.Cl>C1COCC1.[Zn]>[CH3:1][C:2]1([CH3:17])[NH:3][CH:4]([C:11]2[CH:16]=[CH:15][CH:14]=[CH:13][CH:12]=2)[CH:5]([NH2:8])[CH2:6][CH2:7]1. Procedure: To 2,2-Dimethyl-5-nitro-6-phenyl-piperidine in 0.4 mL of THF was added 0.2 mL of 6 M HCl and 100 mg (1.5 mmol) of zinc powder. The mixture was stirred at rt until complete by TLC analysis. The mixture was filtered through celite, rinsing with 5 mL of water. The aqueous solution was washed with Et2O (3×5 mL) and was then basified with 1 N NaOH to pH=12. The mixture was extracted with CHCl3 and the extracts were dried via filtration through a plug of cotton and concentrated to give 6 mg (69%) of t... The reactants are Cl (HCl), N1C(=NC2=C1C=CC=C2)NC2=CC=C(CNC(CN1C(C3=C(C(CC1)CC(=O)OC(C)(C)C)C=CC=C3)=O)=O)C=C2 (tert-Butyl [2-(2-{[4-(1H-benzimidazol-2-ylamino)benzyl]amino}-2-oxoethyl)-1-oxo-2,3,4,5-tetrahydro-1H-2-benzazepin-5-yl]-acetate). Run in O1CCOCC1 (dioxane), C(Cl)Cl (CH2Cl2), C(C)(=O)O (acetic acid), O (water). Reaction conditions: time 8 hour. The product is N1C(=NC2=C1C=CC=C2)NC2=CC=C(CNC(CN1C(C3=C(C(CC1)CC(=O)O)C=CC=C3)=O)=O)C=C2 ([2-(2-{[4-(1H-Benzimidazol-2-ylamino)benzyl]amino}-2-oxoethyl)-1-oxo-2,3,4,5-tetrahydro-1H-2-benzazepin-5-yl]acetic acid). RXN SMILES: [NH:1]1[C:5]2[CH:6]=[CH:7][CH:8]=[CH:9][C:4]=2[N:3]=[C:2]1[NH:10][C:11]1[CH:41]=[CH:40][C:14]([CH2:15][NH:16][C:17](=[O:39])[CH2:18][N:19]2[CH2:25][CH2:24][CH:23]([CH2:26][C:27]([O:29]C(C)(C)C)=[O:28])[C:22]3[CH:34]=[CH:35][CH:36]=[CH:37][C:21]=3[C:20]2=[O:38])=[CH:13][CH:12]=1.Cl>C(Cl)Cl.C(O)(=O)C.O.O1CCOCC1>[NH:1]1[C:5]2[CH:6]=[CH:7][CH:8]=[CH:9][C:4]=2[N:3]=[C:2]1[NH:10][C:11]1[CH:12]=[CH:13][C:14]([CH2:15][NH:16][C:17](=[O:39])[CH2:18][N:19]2[CH2:25][CH2:24][CH:23]([CH2:26][C:27]([OH:29])=[O:28])[C:22]3[CH:34]=[CH:35][CH:36]=[CH:37][C:21]=3[C:20]2=[O:38])=[CH:40][CH:41]=1. Procedure: 0.53 g (10 mmol) of the t-butyl ester from Example I was dissolved in a mixture of 10 ml of CH2Cl2, 5 ml of glacial acetic acid and 0.25 ml of water, and the solution was treated with 7 ml of 4 N HCl in dioxane and stirred at room temperature overnight. Toward the end, the solvent was distilled off in vacuo with addition of toluene and the residue was purified by column chromatography (eluent: CH2Cl2/MeOH/50% strength acetic acid, 45/5/1). After stripping off the solvent and digesting with ether... Starting materials: CCOC(=O)C(CC(C)C)c1cc(Cl)c(OCC(F)(F)F)c(Br)c1, COCCOC, [Cs+], [F-], OB(O)c1ccc(C(F)(F)F)cc1, c1ccc(P(c2ccccc2)(c2ccccc2)[Pd](P(c2ccccc2)(c2ccccc2)c2ccccc2)(P(c2ccccc2)(c2ccccc2)c2ccccc2)P(c2ccccc2)(c2ccccc2)c2ccccc2)cc1. Product: CCOC(=O)C(CC(C)C)c1cc(Cl)c(OCC(F)(F)F)c(-c2ccc(C(F)(F)F)cc2)c1. RXN SMILES: [Br:1][c:2]1[cH:3][c:4]([CH:15]([C:16](=[O:17])[O:18][CH2:19][CH3:20])[CH2:21][CH:22]([CH3:23])[CH3:24])[cH:5][c:6]([Cl:14])[c:7]1[O:8][CH2:9][C:10]([F:11])([F:12])[F:13].[CH3:40][O:41][CH2:42][CH2:43][O:44][CH3:45].[Cs+:39].[F-:38].[F:25][C:26]([c:27]1[cH:28][cH:29][c:30]([B:33]([OH:34])[OH:35])[cH:31][cH:32]1)([F:36])[F:37].[cH:46]1[cH:47][cH:48][c:49]([P:50]([Pd:51]([P:52]([c:53]2[cH:54][cH:55][cH:56][cH:57][cH:58]2)([c:59]2[cH:60][cH:61][cH:62][cH:63][cH:64]2)[c:65]2[cH:66][cH:67][cH:68][cH:69][cH:70]2)([P:71]([c:72]2[cH:73][cH:74][cH:75][cH:76][cH:77]2)([c:78]2[cH:79][cH:80][cH:81][cH:82][cH:83]2)[c:84]2[cH:85][cH:86][cH:87][cH:88][cH:89]2)[P:90]([c:91]2[cH:92][cH:93][cH:94][cH:95][cH:96]2)([c:97]2[cH:98][cH:99][cH:100][cH:101][cH:102]2)[c:103]2[cH:104][cH:105][cH:106][cH:107][cH:108]2)([c:109]2[cH:110][cH:111][cH:112][cH:113][cH:114]2)[c:115]2[cH:116][cH:117][cH:118][cH:119][cH:120]2)[cH:121][cH:122]1>>[c:2]1(-[c:30]2[cH:29][cH:28][c:27]([C:26]([F:25])([F:36])[F:37])[cH:32][cH:31]2)[cH:3][c:4]([CH:15]([C:16](=[O:17])[O:18][CH2:19][CH3:20])[CH2:21][CH:22]([CH3:23])[CH3:24])[cH:5][c:6]([Cl:14])[c:7]1[O:8][CH2:9][C:10]([F:11])([F:12])[F:13]. Starting materials: COC(=O)CCc1c(COc2ccc(Cl)cc2)n(C)c2ccccc12, [Li+], C1CCOC1, [OH-]. The product is Cn1c(COc2ccc(Cl)cc2)c(CCC(=O)O)c2ccccc21. Reaction SMILES: [Cl:1][c:2]1[cH:3][cH:4][c:5]([O:6][CH2:7][c:8]2[n:9]([CH3:23])[c:10]3[cH:11][cH:12][cH:13][cH:14][c:15]3[c:16]2[CH2:17][CH2:18][C:19](=[O:20])[O:21][CH3:22])[cH:24][cH:25]1.[Li+:26].[O:28]1[CH2:29][CH2:30][CH2:31][CH2:32]1.[OH-:27]>>[Cl:1][c:2]1[cH:3][cH:4][c:5]([O:6][CH2:7][c:8]2[n:9]([CH3:23])[c:10]3[cH:11][cH:12][cH:13][cH:14][c:15]3[c:16]2[CH2:17][CH2:18][C:19](=[O:20])[OH:21])[cH:24][cH:25]1. RXN SMILES: [CH3:12][N:13]([CH3:14])[CH:15]=[O:16].[Cl:17][C:18]([C:19]([Cl:20])=[O:21])=[O:22].[Cl:1][c:2]1[c:3]([C:4](=[O:5])[OH:6])[cH:7][cH:8][c:9]([F:11])[cH:10]1.[Cl:23][CH2:24][Cl:25]>>[Cl:1][c:2]1[c:3]([C:4](=[O:5])[Cl:17])[cH:7][cH:8][c:9]([F:11])[cH:10]1. Product: O=C(Cl)c1ccc(F)cc1Cl. Reactants: CN(C)C=O, O=C(Cl)C(=O)Cl, O=C(O)c1ccc(F)cc1Cl, ClCCl.